This data is from the Open Reaction Database (ORD), a public repository of structured organic reaction records. The task is: describe an organic reaction: reactants, conditions, products, and yield Starting materials: Compounds, S1C=C(C=C1)/C=C/CCO ((E)-4-(3-thienyl)-3-buten-1-ol), 2-(3-thienymethoxy)ethanol, CN(C\C=C\C#CC(C)(C)C)CC1=CC(=CC=C1)O ((E)-N-methyl-N-(6,6-dimethyl-2-hepten-4-ynyl)-3-hydroxybenzylamine), C(C)N(C\C=C\C#CC(C)(C)C)CC1=CC(=CC=C1)O ((E)-N-ethyl-N-(6,6-dimethyl-2-hepten-4-ynyl)-3-hydroxybenzylamine). Product: C(C)N(C\C=C\C#CC(C)(C)C)CC1=CC(=CC=C1)OCC\C=C\C1=CSC=C1 ((E,E)-N-ethyl-N-(6,6-dimethyl-2-hepten-4-ynyl)-3-[4-(3-thienyl)-3-butenyloxy]benzylamine). As a reaction SMILES: CN(CC1C=CC=C(O)C=1)C/C=C/C#CC(C)(C)C.[S:20]1[CH:24]=[CH:23][C:22](/[CH:25]=[CH:26]/[CH2:27][CH2:28][OH:29])=[CH:21]1.[CH2:30]([N:32]([CH2:42][C:43]1[CH:48]=[CH:47][CH:46]=[C:45](O)[CH:44]=1)[CH2:33]/[CH:34]=[CH:35]/[C:36]#[C:37][C:38]([CH3:41])([CH3:40])[CH3:39])[CH3:31]>>[CH2:30]([N:32]([CH2:42][C:43]1[CH:44]=[CH:45][CH:46]=[C:47]([O:29][CH2:28][CH2:27]/[CH:26]=[CH:25]/[C:22]2[CH:23]=[CH:24][S:20][CH:21]=2)[CH:48]=1)[CH2:33]/[CH:34]=[CH:35]/[C:36]#[C:37][C:38]([CH3:39])([CH3:40])[CH3:41])[CH3:31]. Procedure details: Compounds of Examples 63 and 64 were obtained by performing the same reaction as in Example 62 except that 2-(3-thienymethoxy)ethanol or (E)-N-methyl-N-(6,6-dimethyl-2-hepten-4-ynyl)-3-hydroxybenzylamine was used instead of the starting compound, (E)-4-(3-thienyl)-3-buten-1-ol or (E)-N-ethyl-N-(6,6-dimethyl-2-hepten-4-ynyl)-3-hydroxybenzylamine, which was used in the above-mentioned reaction.